This data is from the Open Reaction Database (ORD), a public repository of structured organic reaction records. The task is: describe an organic reaction: reactants, conditions, products, and yield Starting materials: Buffer solution, FC(S(=O)(=O)O)(F)F.CC1(OC[C@@H](N1C(CN)=O)CC=C)C ({2-[(4S)-2,2-dimethyl-4-(2-propen-1-yl)-1,3-oxazolidin-3-yl]-2-oxoethyl}amine trifluoromethansulfonate), N(=O)[O-].[Na+] (Sodium nitrite). Run in C(Cl)Cl (DCM), O (water). Reaction conditions: temperature 2 celsius, time 30 minute. The product is [N+](=[N-])=CC(=O)N1C(OC[C@@H]1CC=C)(C)C ((4S)-3-(diazoacetyl)-2,2-dimethyl-4-(2-propen-1-yl)-1,3-oxazolidine). Reaction SMILES: FC(F)(F)S(O)(=O)=O.[CH3:9][C:10]1([CH3:22])[N:14]([C:15](=[O:18])[CH2:16][NH2:17])[C@@H:13]([CH2:19][CH:20]=[CH2:21])[CH2:12][O:11]1.[N:23]([O-])=O.[Na+]>C(Cl)Cl.O>[N+:17](=[CH:16][C:15]([N:14]1[C@@H:13]([CH2:19][CH:20]=[CH2:21])[CH2:12][O:11][C:10]1([CH3:22])[CH3:9])=[O:18])=[N-:23] |f:0.1,2.3|. Reported procedure: {2-[(4S)-2,2-dimethyl-4-(2-propen-1-yl)-1,3-oxazolidin-3-yl]-2-oxoethyl}amine trifluoromethansulfonate D23 (67.0 g) was dissolved in DCM (670 ml) and pH=5 Buffer solution (670 ml) and cooled to 2° C. (internal). Sodium nitrite (26.5 g, 385 mmol) dissolved in water (134 ml) was added dropwise to the reaction mixture stirred at 2° C. over 30 min. The reaction mixture was stirred at 3° C. for 2.5 hours. Phases were separated. Water phase was back-extracted with DCM (1×670 ml, 1×335 ml). The combine...